From a dataset of the Open Reaction Database (ORD), a public repository of structured organic reaction records. describe an organic reaction: reactants, conditions, products, and yield The reactants are C(CC(=O)C)(=O)OCC (ethyl acetoacetate), FC(OC1=CC=C(N)C=C1)(F)F (4-(Trifluoromethoxy)aniline). Reaction conditions: time 1 hour. Product: O=C(CC(=O)NC1=CC=C(C=C1)OC(F)(F)F)C (3-oxo-N-(4-(trifluoromethoxy)phenyl)butane amide). As a reaction SMILES: [C:1](OCC)(=[O:6])[CH2:2][C:3]([CH3:5])=[O:4].[F:10][C:11]([F:21])([F:20])[O:12][C:13]1[CH:19]=[CH:18][C:16]([NH2:17])=[CH:15][CH:14]=1>>[O:4]=[C:3]([CH3:5])[CH2:2][C:1]([NH:17][C:16]1[CH:18]=[CH:19][C:13]([O:12][C:11]([F:20])([F:21])[F:10])=[CH:14][CH:15]=1)=[O:6]. Procedure details: 4-(Trifluoromethoxy)aniline (10 mL) was added dropwise to ethyl acetoacetate (44 mL) at 160° C., and the mixture was stirred at the same temperature for 1 h. The mixture was left stand for cooling to room temperature and crystallized with hexane to obtain 3-oxo-N-(4-(trifluoromethoxy)phenyl)butane amide (6.5 g). (2) To concentrated sulfuric acid (32.5 mL) was added 3-oxo-N-(4-(trifluoromethoxy)phenyl)butane amide (6.5 g), and the mixture was stirred at 95° C. for 3 h. The reaction solution was a... Reactants: FC1=C(C=CC(=C1)C(C(CO)=O)C)C1=CC=CC=C1 (3-(2-Fluoro-4-biphenylyl)-2-oxo-1-butanol), N#CN (cyanamide), [OH-].[Na+] (sodium hydroxide), N#CN (cyanamide). Solvent: O1CCCC1 (tetrahydrofuran), O (water). Reaction conditions: time 8 hour. The product is NC=1OC=C(N1)C(C)C1=CC(=C(C=C1)C1=CC=CC=C1)F (2-Amino-4-(1-(2-fluoro-4-biphenylyl)ethyl)oxazole), material. Yield: 27.0%. RXN SMILES: [F:1][C:2]1[CH:7]=[C:6]([CH:8]([CH3:13])[C:9](=O)[CH2:10][OH:11])[CH:5]=[CH:4][C:3]=1[C:14]1[CH:19]=[CH:18][CH:17]=[CH:16][CH:15]=1.[N:20]#[C:21][NH2:22].[OH-].[Na+]>O1CCCC1.O>[NH2:22][C:21]1[O:11][CH:10]=[C:9]([CH:8]([C:6]2[CH:5]=[CH:4][C:3]([C:14]3[CH:19]=[CH:18][CH:17]=[CH:16][CH:15]=3)=[C:2]([F:1])[CH:7]=2)[CH3:13])[N:20]=1 |f:2.3|. Procedure: To 3-(2-Fluoro-4-biphenylyl)-2-oxo-1-butanol (3.57 g, 13.8 mmol) in tetrahydrofuran (35 ml) was added cyanamide (3.65 g, 77.6 mmol) in water and 2N-sodium hydroxide to pH 10. After the addition, the mixture was stirred overnight, then cyanamide (3.65 g, 77.6 mmol) was added to the reaction mixture to pH 10, the mixture was stirred overnight. The reaction mixture was extracted with ether and the extracts were washed with water, dried over and evaporated under reduced pressure to a residue, which ... Reactants: C(=O)(O)[O-].[Na+] (NaHCO3), ice, [OH-].[Na+] (NaOH), COC1=CC=CC=2[C@H]3CCN([C@H]3CCC21)CCCC2=CC=CC=C2 (rac-cis-2,3,3a,4,5,9b-hexahydro-6-methoxy-3-(3-phenyl-propyl)-1H-benzo[e]indole). The solvent is Br (HBr). The product is C1(=CC=CC=C1)CCCN1CC[C@@H]2C3=C(CC[C@H]12)C(=CC=C3)O (rac-cis-2,3,3a,4,5,9b-hexahydro-3-(3-phenyl-propyl)-1H-benzo[e]indol-6-ol). Isolated yield 76.9%. Reaction SMILES: C[O:2][C:3]1[C:15]2[CH2:14][CH2:13][C@H:12]3[C@H:8]([CH2:9][CH2:10][N:11]3[CH2:16][CH2:17][CH2:18][C:19]3[CH:24]=[CH:23][CH:22]=[CH:21][CH:20]=3)[C:7]=2[CH:6]=[CH:5][CH:4]=1.[OH-].[Na+].C([O-])(O)=O.[Na+]>Br>[C:19]1([CH2:18][CH2:17][CH2:16][N:11]2[C@@H:12]3[C@@H:8]([C:7]4[CH:6]=[CH:5][CH:4]=[C:3]([OH:2])[C:15]=4[CH2:14][CH2:13]3)[CH2:9][CH2:10]2)[CH:24]=[CH:23][CH:22]=[CH:21][CH:20]=1 |f:1.2,3.4|. Procedure: 3.45 g (0.0107 mol) of rac-cis-2,3,3a,4,5,9b-hexahydro-6-methoxy-3-(3-phenyl-propyl)-1H-benzo[e]indole were dissolved in 0.1211 of 48% aqueous HBr and boiled under reflux for 5 hours. The mixture was poured into an ice-cold aqueous solution of 42.8 g (1.07 mol) of NaOH. After the addition of solid NaHCO3 the mixture was extracted three times with CH2Cl2. The organic phase was washed with saturated aqueous NaHCO3 and NaCl solutions, dried with Na2SO4, filtered and concentrated. By chromatography ... Starting materials: C(=O)(O)C=1C=C(C=CC1)NC(CC1=CC(=C(C=C1)O)OC)=O (N-(3-carboxyphenyl)-4-hydroxy-3-methoxyphenylacetamide), FC1=C(C(=C(C(=C1O)F)F)F)F (pentafluorophenol), Cl.C(C)N=C=NCCCN(C)C (1-ethyl-3-(3-dimethylaminopropyl)carbodiimide hydrochloride). The solvent is C(Cl)Cl (methylene chloride). Reaction conditions: temperature 25 celsius, time 18 hour. Product: C1(CCCCC1)NC(=O)C=1C=C(C=CC1)NC(CC1=CC(=C(C=C1)O)OC)=O (N-[3-(N-cyclohexylcarbamoyl)phenyl]-4-hydroxy-3-methoxyphenylacetamide). The yield is 94.7%. RXN SMILES: [C:1]([C:4]1[CH:5]=[C:6]([NH:10][C:11](=[O:22])[CH2:12][C:13]2[CH:18]=[CH:17][C:16]([OH:19])=[C:15]([O:20][CH3:21])[CH:14]=2)[CH:7]=[CH:8][CH:9]=1)([OH:3])=O.F[C:24]1[C:29](O)=[C:28](F)[C:27](F)=[C:26](F)[C:25]=1F.Cl.C([N:38]=C=NCCCN(C)C)C>C(Cl)Cl>[CH:24]1([NH:38][C:1]([C:4]2[CH:5]=[C:6]([NH:10][C:11](=[O:22])[CH2:12][C:13]3[CH:18]=[CH:17][C:16]([OH:19])=[C:15]([O:20][CH3:21])[CH:14]=3)[CH:7]=[CH:8][CH:9]=2)=[O:3])[CH2:29][CH2:28][CH2:27][CH2:26][CH2:25]1 |f:2.3|. Procedure: A mixture of N-(3-carboxyphenyl)-4-hydroxy-3-methoxyphenylacetamide (500 mg), pentafluorophenol (305 mg), 1-ethyl-3-(3-dimethylaminopropyl)carbodiimide hydrochloride (320 mg) and methylene chloride (10 ml) is stirred at 25° C. for 18 hours. The reaction solution is washed with water, and the solvent is evaporated under reduced pressure. To the residue are added ethyl acetate (10 ml) and cyclohexylamine (174 mg), and the mixture is heated with stirring at 60° C. for 18 hours. The solvent is evapo... The reactants are C(C)C1=C(C(=C2C(=N1)SC1=C2CCCC1)C1=CC=C(C=C1)C)CC(=O)OCC (ethyl [2-ethyl-4-(p-tolyl)-5,6,7,8-tetrahydro[1]benzothieno[2,3-b]pyridin-3-yl]acetate), solution, [Li+].C[Si](C)(C)[N-][Si](C)(C)C (LHMDS), C1CCOC1 (THF), C(CC)I (1-propyliodide). Run in CN(C)C=O (DMF). Product: C(C)C1=C(C(=C2C(=N1)SC1=C2CCCC1)C1=CC=C(C=C1)C)C(C(=O)OCC)CCC (Ethyl 2-[2-ethyl-4-(p-tolyl)-5,6,7,8-tetrahydro[1]benzothieno[2,3-b]pyridin-3-yl]pentanoate). The yield is 59.1%. RXN SMILES: [CH2:1]([C:3]1[N:8]=[C:7]2[S:9][C:10]3[CH2:15][CH2:14][CH2:13][CH2:12][C:11]=3[C:6]2=[C:5]([C:16]2[CH:21]=[CH:20][C:19]([CH3:22])=[CH:18][CH:17]=2)[C:4]=1[CH2:23][C:24]([O:26][CH2:27][CH3:28])=[O:25])[CH3:2].[Li+].C[Si]([N-][Si](C)(C)C)(C)C.[CH2:39]1[CH2:43]OC[CH2:40]1.C(I)CC>CN(C=O)C>[CH2:1]([C:3]1[N:8]=[C:7]2[S:9][C:10]3[CH2:15][CH2:14][CH2:13][CH2:12][C:11]=3[C:6]2=[C:5]([C:16]2[CH:17]=[CH:18][C:19]([CH3:22])=[CH:20][CH:21]=2)[C:4]=1[CH:23]([CH2:40][CH2:39][CH3:43])[C:24]([O:26][CH2:27][CH3:28])=[O:25])[CH3:2] |f:1.2|. Procedure details: To a solution of ethyl [2-ethyl-4-(p-tolyl)-5,6,7,8-tetrahydro[1]benzothieno[2,3-b]pyridin-3-yl]acetate (0.491 g; 1.25 mmol) in dry DMF (5 mL) at −10° C. was added a 1N solution of LHMDS in THF (1.38 mL; 1.38 mmol) and 1-propyliodide (0.183 mL; 1.88 mmol). The reaction mixture was allowed to warm up to room temperature and the stirring was carried on for 3 h. The reaction mixture was quenched by addition of a saturated solution of ammonium chloride and the mixture was extracted with ethyl acetat... The reactants are ClC1=NC(=CC(=C1C#N)C)C (2-chloro-3-cyano-4,6-dimethylpyridine), CN(CCN)C (N,N-dimethyl-1,2-diaminoethane). Conditions: temperature 105 celsius. Product: CN(CCNC1=NC(=CC(=C1C#N)C)C)C (N,N-Dimethyl-N'-(3-cyano-4,6-dimethyl-2-pyridyl)-1,2-diaminoethane). RXN SMILES: Cl[C:2]1[C:7]([C:8]#[N:9])=[C:6]([CH3:10])[CH:5]=[C:4]([CH3:11])[N:3]=1.[CH3:12][N:13]([CH3:17])[CH2:14][CH2:15][NH2:16]>>[CH3:12][N:13]([CH3:17])[CH2:14][CH2:15][NH:16][C:2]1[C:7]([C:8]#[N:9])=[C:6]([CH3:10])[CH:5]=[C:4]([CH3:11])[N:3]=1. Procedure details: A mixture of 2-chloro-3-cyano-4,6-dimethylpyridine (10.0 g, 60 mmol) and N,N-dimethyl-1,2-diaminoethane (10.6 g, 120 mmol) is heated at 105° C. for 20 hours. Added benzene, evaporated to dryness, dissolved residue in water, made basic with sodium carbonate and extract product into methylene chloride, dried and evaporated to give 13.4 g of oily title A product. The reactants are O=C(CBr)c1cccnc1, Br, [N-]=[N+]=[N-], [Na+], [Na+], O=C([O-])O, O. The product is [N-]=[N+]=NCC(=O)c1cccnc1. RXN SMILES: [Br:2][CH2:3][C:4](=[O:5])[c:6]1[cH:7][n:8][cH:9][cH:10][cH:11]1.[BrH:1].[N-:13]=[N+:14]=[N-:15].[Na+:12].[Na+:20].[O-:16][C:17]([OH:18])=[O:19].[OH2:21]>>[CH2:3]([C:4](=[O:5])[c:6]1[cH:7][n:8][cH:9][cH:10][cH:11]1)[N:13]=[N+:14]=[N-:15]. Reactants: O=C1CCC(=O)N1Cl, ClCCl, Cc1cc(O)cc(=O)n1-c1c(F)cccc1F. Yields the product Cc1cc(O)c(Cl)c(=O)n1-c1c(F)cccc1F. As a reaction SMILES: [Cl:18][N:19]1[C:20](=[O:21])[CH2:22][CH2:23][C:24]1=[O:25].[Cl:26][CH2:27][Cl:28].[F:1][c:2]1[c:3](-[n:9]2[c:10](=[O:17])[cH:11][c:12]([OH:16])[cH:13][c:14]2[CH3:15])[c:4]([F:8])[cH:5][cH:6][cH:7]1>>[F:1][c:2]1[c:3](-[n:9]2[c:10](=[O:17])[c:11]([Cl:18])[c:12]([OH:16])[cH:13][c:14]2[CH3:15])[c:4]([F:8])[cH:5][cH:6][cH:7]1. The reactants are COC(=O)c1cc2ccc(S(C)(=O)=O)cc2[nH]1, Fc1ccc(S)c(F)c1, OC(C(F)(F)F)C(F)(F)F. The product is COC(=O)c1[nH]c2cc(S(C)(=O)=O)ccc2c1Sc1ccc(F)cc1F. Reaction SMILES: [C:1](=[O:2])([O:3][CH3:4])[c:5]1[nH:6][c:7]2[cH:8][c:9]([S:14](=[O:15])(=[O:16])[CH3:17])[cH:10][cH:11][c:12]2[cH:13]1.[F:18][c:19]1[c:20]([SH:26])[cH:21][cH:22][c:23]([F:25])[cH:24]1.[F:27][C:28]([F:29])([F:30])[CH:31]([OH:32])[C:33]([F:34])([F:35])[F:36]>>[C:1](=[O:2])([O:3][CH3:4])[c:5]1[nH:6][c:7]2[cH:8][c:9]([S:14](=[O:15])(=[O:16])[CH3:17])[cH:10][cH:11][c:12]2[c:13]1[S:26][c:20]1[c:19]([F:18])[cH:24][c:23]([F:25])[cH:22][cH:21]1. Reactants: C1CCOC1, Cc1cc(F)ccc1-c1nc(S(C)(=O)=O)nc2c1ccc(=O)n2-c1ccccc1F, CC(N)(CO)CO. Yields the product Cc1cc(F)ccc1-c1nc(NC(C)(CO)CO)nc2c1ccc(=O)n2-c1ccccc1F. RXN SMILES: [CH2:38]1[O:39][CH2:40][CH2:41][CH2:42]1.[F:1][c:2]1[cH:3][c:4]([CH3:30])[c:5](-[c:8]2[c:9]3[c:10]([n:11][c:12]([S:14]([CH3:15])(=[O:16])=[O:17])[n:13]2)[n:18](-[c:23]2[c:24]([F:29])[cH:25][cH:26][cH:27][cH:28]2)[c:19](=[O:22])[cH:20][cH:21]3)[cH:6][cH:7]1.[NH2:31][C:32]([CH2:33][OH:34])([CH2:35][OH:36])[CH3:37]>>[F:1][c:2]1[cH:3][c:4]([CH3:30])[c:5](-[c:8]2[c:9]3[c:10]([n:11][c:12]([NH:31][C:32]([CH2:33][OH:34])([CH2:35][OH:36])[CH3:37])[n:13]2)[n:18](-[c:23]2[c:24]([F:29])[cH:25][cH:26][cH:27][cH:28]2)[c:19](=[O:22])[cH:20][cH:21]3)[cH:6][cH:7]1.